From a dataset of the Open Reaction Database (ORD), a public repository of structured organic reaction records. describe an organic reaction: reactants, conditions, products, and yield Starting materials: FC1=CC=C(OCC(=O)O)C=C1 (para-fluorophenoxyacetic acid), product, S(=O)(Cl)Cl (thionyl chloride). The solvent is C1(=CC=CC=C1)C (toluene). Yields the product FC1=CC=C(OCC(=O)Cl)C=C1 (Para-fluorophenoxyacetyl chloride). The yield is 95.4%. RXN SMILES: [F:1][C:2]1[CH:12]=[CH:11][C:5]([O:6][CH2:7][C:8](O)=[O:9])=[CH:4][CH:3]=1.S(Cl)([Cl:15])=O>C1(C)C=CC=CC=1>[F:1][C:2]1[CH:12]=[CH:11][C:5]([O:6][CH2:7][C:8]([Cl:15])=[O:9])=[CH:4][CH:3]=1. Reported procedure: Into a 100 ml round bottom flask equipped with a magnetic stirrer, reflux condenser equipped with a connector to a 50% sodium hydroxide trap, 6.81 g (0.040 mole) para-fluorophenoxyacetic acid (the product of Example 2), 2.96 ml (0.044 mole) thionyl chloride, and about 40 ml toluene. The reaction mixture was stirred at reflux for two hours, allowed to cool to room temperature, and then concentrated to give 7.2 g of the product, a brwon liquid.